From a dataset of the Open Reaction Database (ORD), a public repository of structured organic reaction records. describe an organic reaction: reactants, conditions, products, and yield The reactants are BrCc1ccccc1, O=C([O-])[O-], CN(C)C=O, O=Cc1ccc(C(=O)O)cc1, [K+], [K+]. The product is O=Cc1ccc(C(=O)OCc2ccccc2)cc1. As a reaction SMILES: [Br:18][CH2:19][c:20]1[cH:21][cH:22][cH:23][cH:24][cH:25]1.[C:12](=[O:13])([O-:14])[O-:15].[CH3:26][N:27]([CH3:28])[CH:29]=[O:30].[CH:1](=[O:2])[c:3]1[cH:4][cH:5][c:6]([C:7](=[O:8])[OH:9])[cH:10][cH:11]1.[K+:16].[K+:17]>>[CH:1](=[O:2])[c:3]1[cH:4][cH:5][c:6]([C:7](=[O:8])[O:9][CH2:19][c:20]2[cH:21][cH:22][cH:23][cH:24][cH:25]2)[cH:10][cH:11]1. Reactants: OO (hydrogen peroxide), COC(C[C@@H]1COC2=C1C=CC(=C2)O[C@@H]2CCC1=C(C=CC(=C21)F)B2OC(C(O2)(C)C)(C)C)=O ({(S)-6-[(R)-7-fluoro-4-(4,4,5,5-tetramethyl-[1,3,2]dioxaborolan-2-yl)-indan-1-yloxy]-2,3-dihydro-benzofuran-3-yl}-acetic acid methyl ester), Ice, [OH-].[Na+] (NaOH). The solvent is C(C)(=O)O (acetic acid). Product: COC(C[C@@H]1COC2=C1C=CC(=C2)O[C@@H]2CCC1=C(C=CC(=C21)F)O)=O ({(S)-6-[(R)-7-Fluoro-4-hydroxy-indan-1-yloxy]-2,3-dihydro-benzofuran-3-yl}-acetic acid methyl ester). RXN SMILES: [OH:1]O.[CH3:3][O:4][C:5](=[O:36])[CH2:6][C@H:7]1[C:11]2[CH:12]=[CH:13][C:14]([O:16][C@H:17]3[C:25]4[C:20](=[C:21](B5OC(C)(C)C(C)(C)O5)[CH:22]=[CH:23][C:24]=4[F:26])[CH2:19][CH2:18]3)=[CH:15][C:10]=2[O:9][CH2:8]1.[OH-].[Na+]>C(O)(=O)C>[CH3:3][O:4][C:5](=[O:36])[CH2:6][C@H:7]1[C:11]2[CH:12]=[CH:13][C:14]([O:16][C@H:17]3[C:25]4[C:20](=[C:21]([OH:1])[CH:22]=[CH:23][C:24]=4[F:26])[CH2:19][CH2:18]3)=[CH:15][C:10]=2[O:9][CH2:8]1 |f:2.3|. Reported procedure: Aqueous hydrogen peroxide solution (35%, 3.7 mL) is added dropwise to a solution of {(S)-6-[(R)-7-fluoro-4-(4,4,5,5-tetramethyl-[1,3,2]dioxaborolan-2-yl)-indan-1-yloxy]-2,3-dihydro-benzofuran-3-yl}-acetic acid methyl ester (5.0 g) in acetic acid (30 mL) chilled in an ice bath. The solution is stirred with cooling for 0.5 h and at room temperature for another 2 h. Ice-cold water (50 mL) and 2 N aqueous NaOH solution (20 mL) are added, and the mixture is stirred at room temperature overnight. The ... The reactants are NC1=CC=C(C=C1)O (4-Aminophenol), ClC1=CC=NC2=CC(=CC=C12)Cl (4,7-dichloroquinoline). Solvent: C(C)O (ethanol), petroleum ether. Yields the product ClC1=CC=C2C(=CC=NC2=C1)NC1=CC=C(C=C1)O (4-[(7-Chloroquinolin-4-yl)amino]phenol). Isolated yield 95.0%. RXN SMILES: [NH2:1][C:2]1[CH:7]=[CH:6][C:5]([OH:8])=[CH:4][CH:3]=1.Cl[C:10]1[C:19]2[C:14](=[CH:15][C:16]([Cl:20])=[CH:17][CH:18]=2)[N:13]=[CH:12][CH:11]=1>C(O)C>[Cl:20][C:16]1[CH:15]=[C:14]2[C:19]([C:10]([NH:1][C:2]3[CH:7]=[CH:6][C:5]([OH:8])=[CH:4][CH:3]=3)=[CH:11][CH:12]=[N:13]2)=[CH:18][CH:17]=1. Procedure details: 4-Aminophenol (1.09 g, 10 mmol) and 4,7-dichloroquinoline (1.98 g, 1 eq) were refluxed in 50 mL of ethanol for 2 h. The reaction mixture was then cooled to room temperature and the precipitate was removed by filtration and washed successively with a saturated aqueous solution of NaHCO3, water, methanol and then petroleum ether to yield expected compound as a yellow powder (2.57 g, 95% yield). m/z (ESI) 271.1 [M+H]+. Starting materials: COc1c(F)cc(F)cc1C(Nc1cccc2nc(C)ccc12)C(O)(CBr)C(F)(F)F, O=C([O-])[O-], CCS, [Cs+], [Cs+], CN(C)C=O. Product: CCSCC(O)(C(Nc1cccc2nc(C)ccc12)c1cc(F)cc(F)c1OC)C(F)(F)F. As a reaction SMILES: [Br:1][CH2:2][C:3]([CH:4]([c:5]1[c:6]([O:13][CH3:14])[c:7]([F:12])[cH:8][c:9]([F:11])[cH:10]1)[NH:15][c:16]1[c:17]2[cH:18][cH:19][c:20]([CH3:26])[n:21][c:22]2[cH:23][cH:24][cH:25]1)([OH:27])[C:28]([F:29])([F:30])[F:31].[C:35](=[O:36])([O-:37])[O-:38].[CH2:32]([CH3:33])[SH:34].[Cs+:39].[Cs+:40].[O:41]=[CH:42][N:43]([CH3:44])[CH3:45]>>[CH2:2]([C:3]([CH:4]([c:5]1[c:6]([O:13][CH3:14])[c:7]([F:12])[cH:8][c:9]([F:11])[cH:10]1)[NH:15][c:16]1[c:17]2[cH:18][cH:19][c:20]([CH3:26])[n:21][c:22]2[cH:23][cH:24][cH:25]1)([OH:27])[C:28]([F:29])([F:30])[F:31])[S:34][CH2:32][CH3:33]. Starting materials: [Br-], CC(=O)Nc1ccc(Br)c2c1C(=O)c1ccccc1C2=O, CCCC[N+](CCCC)(CCCC)CCCC, CCl, CC(=O)O, Clc1ccccc1, [I-], [K+], [K+], [OH-], O. The product is CC(=O)N(C)c1ccc(Br)c2c1C(=O)c1ccccc1C2=O. Reaction SMILES: [Br-:28].[Br:1][c:2]1[cH:3][cH:4][c:5]([NH:18][C:19]([CH3:20])=[O:21])[c:6]2[c:15]1[C:14](=[O:16])[c:13]1[c:8]([cH:9][cH:10][cH:11][cH:12]1)[C:7]2=[O:17].[CH2:29]([N+:30]([CH2:31][CH2:32][CH2:33][CH3:34])([CH2:35][CH2:36][CH2:37][CH3:38])[CH2:39][CH2:40][CH2:41][CH3:42])[CH2:43][CH2:44][CH3:45].[CH3:26][Cl:27].[CH3:46][C:47](=[O:48])[OH:49].[Cl:51][c:52]1[cH:53][cH:54][cH:55][cH:56][cH:57]1.[I-:25].[K+:23].[K+:24].[OH-:22].[OH2:50]>>[Br:1][c:2]1[cH:3][cH:4][c:5]([N:18]([C:19]([CH3:20])=[O:21])[CH3:26])[c:6]2[c:15]1[C:14](=[O:16])[c:13]1[c:8]([cH:9][cH:10][cH:11][cH:12]1)[C:7]2=[O:17].